Dataset: the Open Reaction Database (ORD), a public repository of structured organic reaction records. Task: describe an organic reaction: reactants, conditions, products, and yield The reactants are BrC1=CC=C(C=C1)C1(CCC1)C1=NOC(=N1)O (3-[1-(4-bromo-phenyl)-cyclobutyl]-[1,2,4]oxadiazol-5-ol), N1=CC=CC=C1 (pyridine), O=P(Cl)(Cl)Cl (POCl3), ice water. Conditions: temperature 90 celsius, time 18 hour. Yields the product BrC1=CC=C(C=C1)C1(CCC1)C1=NOC(=N1)Cl (3-[1-(4-bromo-phenyl)-cyclobutyl]-5-chloro-[1,2,4]oxadiazole). The yield is 59.5%. As a reaction SMILES: [Br:1][C:2]1[CH:7]=[CH:6][C:5]([C:8]2([C:12]3[N:16]=[C:15](O)[O:14][N:13]=3)[CH2:11][CH2:10][CH2:9]2)=[CH:4][CH:3]=1.N1C=CC=CC=1.O=P(Cl)(Cl)[Cl:26]>>[Br:1][C:2]1[CH:7]=[CH:6][C:5]([C:8]2([C:12]3[N:16]=[C:15]([Cl:26])[O:14][N:13]=3)[CH2:11][CH2:10][CH2:9]2)=[CH:4][CH:3]=1. Procedure details: To a solution of R109 (500 mg, 1.694 mmol) in pyridine (1.618 mL, 20 mmol) is added POCl3 (1.551 mL, 16.94 mmol) in a pressure flask. The reaction mixture is stirred at 90° C. for 18 hours. After this time, the reaction mixture is poured into ice water and extracted with EA twice. The organics are combined and washed with brine, dried over Na2SO4, filtered and concentrated in vacuo. The crude is purified by flash chromatography (SiO2, 5-40% EA/Heptane) to afford the title compound (316 mg); no i... The reactants are OC1CCN(CC1)C(=O)N1CC(CC(C1)C1=CC(=C(C=C1)OC(F)(F)F)C)C(=O)O (1-[(4-Hydroxypiperidin-1-yl)carbonyl]-5-[3-methyl-4-(trifluoromethoxy)phenyl]piperidine-3-carboxylic acid), FC=1C=C(C=CC1)C(N)=NO (3-fluoro-N′-hydroxybenzenecarboximidamide). Product: FC=1C=C(C=CC1)C1=NOC(=N1)C1CN(CC(C1)C1=CC(=C(C=C1)OC(F)(F)F)C)C(=O)N1CCC(CC1)O ({3-[3-(3-Fluorophenyl)-1,2,4-oxadiazol-5-yl]-5-[3-methyl-4-(trifluoromethoxy)phenyl]piperidin-1-yl}(4-hydroxypiperidin-1-yl)methanone). Reaction SMILES: [OH:1][CH:2]1[CH2:7][CH2:6][N:5]([C:8]([N:10]2[CH2:15][CH:14]([C:16]3[CH:21]=[CH:20][C:19]([O:22][C:23]([F:26])([F:25])[F:24])=[C:18]([CH3:27])[CH:17]=3)[CH2:13][CH:12]([C:28]([OH:30])=O)[CH2:11]2)=[O:9])[CH2:4][CH2:3]1.[F:31][C:32]1[CH:33]=[C:34]([C:38](=[N:40]O)[NH2:39])[CH:35]=[CH:36][CH:37]=1>>[F:31][C:32]1[CH:33]=[C:34]([C:38]2[N:40]=[C:28]([CH:12]3[CH2:13][CH:14]([C:16]4[CH:21]=[CH:20][C:19]([O:22][C:23]([F:26])([F:25])[F:24])=[C:18]([CH3:27])[CH:17]=4)[CH2:15][N:10]([C:8]([N:5]4[CH2:6][CH2:7][CH:2]([OH:1])[CH2:3][CH2:4]4)=[O:9])[CH2:11]3)[O:30][N:39]=2)[CH:35]=[CH:36][CH:37]=1. Procedure: 100 mg (0.22 mmol) of the compound from Example 170A and 51 mg (0.33 mmol) of 3-fluoro-N′-hydroxybenzenecarboximidamide were reacted according to the General Method 2. Yield: 60 mg (50% of theory) The reagents and catalysts are [Pd] (Pd/C). Reaction SMILES: [OH:1][CH:2]1[CH:8]([NH:9][C:10](=[O:15])[C:11]([F:14])([F:13])[F:12])[CH2:7][CH2:6][N:5](C(OCC2C=CC=CC=2)=O)[CH2:4][CH2:3]1>CO.[Pd]>[OH:1][CH:2]1[CH:8]([NH:9][C:10](=[O:15])[C:11]([F:12])([F:13])[F:14])[CH2:7][CH2:6][NH:5][CH2:4][CH2:3]1. Solvent: CO (MeOH). Procedure details: A solution of benzyl 4-hydroxy-5-(2,2,2-trifluoroacetamido)azepane-1-carboxylate (935 mg, 3.0 mmol) in MeOH (100 mL) was passed through the H-Cube® (full H2, 50° C., flow rate: 1 mL/min, 30 mm 10% Pd/C cartridge). The solvent was removed under reduced pressure to give 4-hydroxy-5-(2,2,2-trifluoroacetamido)azepane as a pale yellow solid (514 mg). To a solution of this solid (500 mg, 2.21 mmol) in dry DMSO (10 mL) was added 5-chloro-1-methyl-4-nitro-1H-pyrazole from Example 1 (150 mg, 0.93 mmol) a... Product: OC1CCNCCC1NC(C(F)(F)F)=O (4-hydroxy-5-(2,2,2-trifluoroacetamido)azepane). The reactants are OC1CCN(CCC1NC(C(F)(F)F)=O)C(=O)OCC1=CC=CC=C1 (benzyl 4-hydroxy-5-(2,2,2-trifluoroacetamido)azepane-1-carboxylate). Isolated yield 75.7%. Reactants: S(=O)(Cl)Cl (thionylchloride), C(C)C(CC1(CCCCC1)C(=O)OC(=O)C1(CCCCC1)CC(CC)CC)CC (1-(2-ethyl-butyl)-cyclohexanecarboxylic acid anhydride), C(C)C(CC1(CCCCC1)C(=O)O)CC (1-(2-ethyl-butyl)-cyclohexanecarboxylic acid), C1(CCCCC1)C(=O)O (cyclohexanecarboxylic acid), C(C)C(CC1(CCCCC1)C(=O)O)CC (1-(2-ethyl-butyl)-cyclohexanecarboxylic acid), C(C)C(CC1(CCCCC1)C(=O)OC(=O)C1(CCCCC1)CC(CC)CC)CC (1-(2-ethyl-butyl)-cyclohexanecarboxylic acid anhydride), C(C)C(CC1(CCCCC1)C(=O)O)CC (1-(2-ethyl-butyl)-cyclohexanecarboxylic acid), C(C)C(CC1(CCCCC1)C(=O)OC(=O)C1(CCCCC1)CC(CC)CC)CC (1-(2-ethyl-butyl)-cyclohexanecarboxylic acid anhydride), S(=O)(Cl)Cl (thionyl chloride), C(C)C(CC1(CCCCC1)C(=O)O)CC (1-(2-ethyl-butyl)-cyclohexanecarboxylic acid). Run at temperature 50 celsius, time 1 hour. Product: C(C)C(CC1(CCCCC1)C(=O)Cl)CC (1-(2-ethyl-butyl)-cyclohexanecarbonyl chloride). Isolated yield 96.6%. RXN SMILES: [CH2:1]([CH:3]([CH2:14][CH3:15])[CH2:4][C:5]1([C:11](O)=[O:12])[CH2:10][CH2:9][CH2:8][CH2:7][CH2:6]1)[CH3:2].C1(C(O)=O)CCCCC1.S(Cl)([Cl:27])=O.C(C(CC)CC1(C(OC(C2(CC(CC)CC)CCCCC2)=O)=O)CCCCC1)C>>[CH2:1]([CH:3]([CH2:14][CH3:15])[CH2:4][C:5]1([C:11]([Cl:27])=[O:12])[CH2:10][CH2:9][CH2:8][CH2:7][CH2:6]1)[CH3:2]. Procedure: A mixture of 103.0 mmol 1-(2-ethyl-butyl)-cyclohexanecarboxylic acid and 38.9 mmol cyclohexanecarboxylic acid was warmed to 50° C. 12.4 mL (170.3 mmol=1.2 Eq. relative to the sum of both acids) of thionyl chloride was added during 16 minutes at a temperature of 44-50° C. (reaction is endothermic) and the reaction mixture was kept at 52-53° C. After 1 hr the reaction was incomplete (5.2% 1-(2-ethyl-butyl)-cyclohexanecarboxylic acid and 13.8% 1-(2-ethyl-butyl)-cyclohexanecarboxylic acid anhydride)... The reactants are ClC(Cl)(Cl)Cl, C=CCSC1CC(=O)N1C(C(=S)OCc1ccc([N+](=O)[O-])cc1)=C(Oc1ccc(F)cc1)C(=O)C(C)(C)C, Cl, ClCCl. Yields the product CC(C)(C)C(=O)C(Oc1ccc(F)cc1)=C(C(=S)OCc1ccc([N+](=O)[O-])cc1)N1C(=O)CC1Cl. Reaction SMILES: [C:43]([Cl:44])([Cl:45])([Cl:46])[Cl:47].[CH2:1]([S:2][CH:5]1[CH2:6][C:7](=[O:38])[N:8]1[C:9]([C:10](=[S:11])[O:12][CH2:13][c:14]1[cH:15][cH:16][c:17]([N+:20](=[O:21])[O-:22])[cH:18][cH:19]1)=[C:23]([C:24]([C:25]([CH3:26])([CH3:27])[CH3:28])=[O:29])[O:30][c:31]1[cH:32][cH:33][c:34]([F:37])[cH:35][cH:36]1)[CH:3]=[CH2:4].[Cl:39].[Cl:40][CH2:41][Cl:42]>>[CH:5]1([Cl:40])[CH2:6][C:7](=[O:38])[N:8]1[C:9]([C:10](=[S:11])[O:12][CH2:13][c:14]1[cH:15][cH:16][c:17]([N+:20](=[O:21])[O-:22])[cH:18][cH:19]1)=[C:23]([C:24]([C:25]([CH3:26])([CH3:27])[CH3:28])=[O:29])[O:30][c:31]1[cH:32][cH:33][c:34]([F:37])[cH:35][cH:36]1. Starting materials: O=C([O-])[O-], CCOC(C)=O, CI, CN(C)C=O, [K+], [K+], O=S1(=O)Cc2ccccc2N1, Cc1ccccc1. The product is CN1c2ccccc2CS1(=O)=O. As a reaction SMILES: [C:14](=[O:15])([O-:16])[O-:17].[C:25]([O:26][CH2:27][CH3:28])(=[O:29])[CH3:30].[CH3:12][I:13].[CH3:20][N:21]([CH3:22])[CH:23]=[O:24].[K+:18].[K+:19].[NH:1]1[S:2](=[O:10])(=[O:11])[CH2:3][c:4]2[c:5]1[cH:6][cH:7][cH:8][cH:9]2.[c:31]1([CH3:32])[cH:33][cH:34][cH:35][cH:36][cH:37]1>>[N:1]1([CH3:14])[S:2](=[O:10])(=[O:11])[CH2:3][c:4]2[c:5]1[cH:6][cH:7][cH:8][cH:9]2.